This data is from the Open Reaction Database (ORD), a public repository of structured organic reaction records. The task is: describe an organic reaction: reactants, conditions, products, and yield Starting materials: CC1CO1, CCN1CCN(C(=O)Cl)C(=O)C1=O, C1CCOC1, C[Si](C)(C)C(C(N)=O)[Si](C)(C)C, CO, NC(C(=O)O)c1ccc(O)cc1. The product is CCN1CCN(C(=O)NC(C(=O)O)c2ccc(O)cc2)C(=O)C1=O. Reaction SMILES: [CH2:25]1[O:26][CH:27]1[CH3:28].[CH2:29]([CH3:30])[N:31]1[C:32](=[O:41])[C:33](=[O:40])[N:34]([C:37](=[O:38])[Cl:39])[CH2:35][CH2:36]1.[CH2:44]1[O:45][CH2:46][CH2:47][CH2:48]1.[CH3:13][Si:14]([CH:15]([Si:16]([CH3:17])([CH3:18])[CH3:19])[C:20]([NH2:21])=[O:22])([CH3:23])[CH3:24].[CH3:42][OH:43].[NH2:1][CH:2]([C:3]([OH:4])=[O:5])[c:6]1[cH:7][cH:8][c:9]([OH:10])[cH:11][cH:12]1>>[NH:1]([CH:2]([C:3]([OH:4])=[O:5])[c:6]1[cH:7][cH:8][c:9]([OH:10])[cH:11][cH:12]1)[C:37]([N:34]1[C:33](=[O:40])[C:32](=[O:41])[N:31]([CH2:29][CH3:30])[CH2:36][CH2:35]1)=[O:38]. Reactants: FC1=C2C(=NNC2=CC(=C1)F)C=1N=C2C(=NC1)N(C=C2C=O)COCC[Si](C)(C)C (2-(4,6-difluoro-1H-indazol-3-yl)-5-(2-trimethylsilanyl-ethoxymethyl)-5H-pyrrolo[2,3-b]pyrazine-7-carbaldehyde), [H-].[Na+] (sodium hydride), IC (iodomethane). Run in CN(C)C=O (DMF). Run at temperature 0 celsius, time 10 minute. Product: FC1=C2C(=NN(C2=CC(=C1)F)C)C=1N=C2C(=NC1)N(C=C2C=O)COCC[Si](C)(C)C (2-(4,6-difluoro-1-methyl-1H-indazol-3-yl)-5-(2-trimethylsilanyl-ethoxymethyl)-5H-pyrrolo[2,3-b]pyrazine-7-carbaldehyde). The yield is 24.3%. RXN SMILES: [F:1][C:2]1[CH:10]=[C:9]([F:11])[CH:8]=[C:7]2[C:3]=1[C:4]([C:12]1[N:13]=[C:14]3[C:20]([CH:21]=[O:22])=[CH:19][N:18]([CH2:23][O:24][CH2:25][CH2:26][Si:27]([CH3:30])([CH3:29])[CH3:28])[C:15]3=[N:16][CH:17]=1)=[N:5][NH:6]2.[H-].[Na+].I[CH3:34]>CN(C=O)C>[F:1][C:2]1[CH:10]=[C:9]([F:11])[CH:8]=[C:7]2[C:3]=1[C:4]([C:12]1[N:13]=[C:14]3[C:20]([CH:21]=[O:22])=[CH:19][N:18]([CH2:23][O:24][CH2:25][CH2:26][Si:27]([CH3:30])([CH3:29])[CH3:28])[C:15]3=[N:16][CH:17]=1)=[N:5][N:6]2[CH3:34] |f:1.2|. Reported procedure: To a solution of 2-(4,6-difluoro-1H-indazol-3-yl)-5-(2-trimethylsilanyl-ethoxymethyl)-5H-pyrrolo[2,3-b]pyrazine-7-carbaldehyde (890 mg, 2.1 mmol) in DMF (9 ml) at 0° C. was added sodium hydride (60% in mineral oil, 279 mg, 2.49 mmol). The reaction mixture was stirred at 0° C. for 10 min then iodomethane (0.18 ml, 2.9 mmol) was slowly added. The mixture was stirred at 0° C. for 30 min then at room temperature for 30 min. The reaction was quenched with sat'd NH4Cl, diluted with water and extracted... Starting materials: O=C([O-])[O-], CCN1CCNCC1, CN1CCCC1=O, O=[N+]([O-])c1ccc(F)c(CO)c1, [K+], [K+], O. Product: CCN1CCN(c2ccc([N+](=O)[O-])cc2CO)CC1. RXN SMILES: [C:1](=[O:2])([O-:3])[O-:4].[CH2:26]([CH3:27])[N:28]1[CH2:29][CH2:30][NH:31][CH2:32][CH2:33]1.[CH3:7][N:8]1[CH2:9][CH2:10][CH2:11][C:12]1=[O:13].[F:14][c:15]1[c:16]([CH2:17][OH:18])[cH:19][c:20]([N+:23](=[O:24])[O-:25])[cH:21][cH:22]1.[K+:5].[K+:6].[OH2:34]>>[c:15]1([N:31]2[CH2:30][CH2:29][N:28]([CH2:26][CH3:27])[CH2:33][CH2:32]2)[c:16]([CH2:17][OH:18])[cH:19][c:20]([N+:23](=[O:24])[O-:25])[cH:21][cH:22]1. The reactants are Cc1cc(F)ccc1C1CNCCC1N(C)C(=O)c1ccc(Br)cc1, CC(=O)N1CCC(C(=O)O)CC1. RXN SMILES: [Br:1][c:2]1[cH:3][cH:4][c:5]([C:6](=[O:7])[N:8]([CH3:9])[CH:10]2[CH:11]([c:16]3[c:17]([CH3:23])[cH:18][c:19]([F:22])[cH:20][cH:21]3)[CH2:12][NH:13][CH2:14][CH2:15]2)[cH:24][cH:25]1.[C:26]([CH3:27])(=[O:28])[N:29]1[CH2:30][CH2:31][CH:32]([C:35](=[O:36])[OH:37])[CH2:33][CH2:34]1>>[Br:1][c:2]1[cH:3][cH:4][c:5]([C:6](=[O:7])[N:8]([CH3:9])[CH:10]2[CH:11]([c:16]3[c:17]([CH3:23])[cH:18][c:19]([F:22])[cH:20][cH:21]3)[CH2:12][N:13]([C:35]([CH:32]3[CH2:31][CH2:30][N:29]([C:26]([CH3:27])=[O:28])[CH2:34][CH2:33]3)=[O:36])[CH2:14][CH2:15]2)[cH:24][cH:25]1. The product is CC(=O)N1CCC(C(=O)N2CCC(N(C)C(=O)c3ccc(Br)cc3)C(c3ccc(F)cc3C)C2)CC1.